This data is from the Open Reaction Database (ORD), a public repository of structured organic reaction records. The task is: describe an organic reaction: reactants, conditions, products, and yield Reactants: Cl.N1(N=CN=C1)CC(=O)O (2-(1H-1,2,4-triazol-1-yl)acetic acid hydrochloride), FC1=CC=C(OC2=CC=C(C=C2)NC(=O)[C@H]2NC[C@@H](C2)C2=CC=CC=C2)C=C1 ((2S,4S)—N-(4-(4-fluorophenoxy)phenyl)-4-phenylpyrrolidine-2-carboxamide). Product: Compound 78, N1(N=CN=C1)CC(=O)N1[C@@H](C[C@H](C1)C1=CC=CC=C1)C(=O)NC1=CC=C(C=C1)OC1=CC=C(C=C1)F ((2S,4S)-1-(2-(1H-1,2,4-triazol-1-yl)acetyl)-N-(4-(4-fluorophenoxy)phenyl)-4-phenylpyrrolidine-2-carboxamide). Isolated yield 68.0%. Reaction SMILES: Cl.[N:2]1([CH2:7][C:8]([OH:10])=O)[CH:6]=[N:5][CH:4]=[N:3]1.[F:11][C:12]1[CH:38]=[CH:37][C:15]([O:16][C:17]2[CH:22]=[CH:21][C:20]([NH:23][C:24]([C@@H:26]3[CH2:30][C@@H:29]([C:31]4[CH:36]=[CH:35][CH:34]=[CH:33][CH:32]=4)[CH2:28][NH:27]3)=[O:25])=[CH:19][CH:18]=2)=[CH:14][CH:13]=1>>[N:2]1([CH2:7][C:8]([N:27]2[CH2:28][C@H:29]([C:31]3[CH:36]=[CH:35][CH:34]=[CH:33][CH:32]=3)[CH2:30][C@H:26]2[C:24]([NH:23][C:20]2[CH:21]=[CH:22][C:17]([O:16][C:15]3[CH:14]=[CH:13][C:12]([F:11])=[CH:38][CH:37]=3)=[CH:18][CH:19]=2)=[O:25])=[O:10])[CH:6]=[N:5][CH:4]=[N:3]1 |f:0.1|. Procedure details: Proceeding as in Example 1, but substituting 2-(1H-1,2,4-triazol-1-yl)acetic acid hydrochloride and (2S,4S)—N-(4-(4-fluorophenoxy)phenyl)-4-phenylpyrrolidine-2-carboxamide, gave Compound 78, (2S,4S)-1-(2-(1H-1,2,4-triazol-1-yl)acetyl)-N-(4-(4-fluorophenoxy)phenyl)-4-phenylpyrrolidine-2-carboxamide (187 mg, 68%). 1H-NMR (400 MHz, CDCl3): σ 9.08 (s, 1H), 8.27 (s, 1H), 8.01 (s, 1H), 7.46 (d, 2H), 7.40-7.37 (m, 2H), 7.33-7.29 (m, 2H), 7.04-6.99 (m, 2H), 6.96-6.92 (m, 4H), 5.04 (d, 2H), 4.96 (d, 1H),... Reactants: OC1=CC=C(C=C1)C(COCC1=CC(=CC=C1)OC1=CC=CC=C1)(C)C (3-Phenoxybenzyl 2-(4-hydroxyphenyl)-2-methylpropyl ether), [H-].[Na+] (sodium hydride), C(C)#N (acetonitrile), BrCC(=O)OC (methyl bromoacetate). Solvent: C(C)(=O)OCC (ethyl acetate). Run at temperature 60 celsius, time 20 minute. The product is COC(=O)COC1=CC=C(C=C1)C(COCC1=CC(=CC=C1)OC1=CC=CC=C1)(C)C (3-phenoxybenzyl 2-{4-(methoxycarbonylmethyloxy)phenyl}-2-methylpropyl ether). RXN SMILES: [OH:1][C:2]1[CH:7]=[CH:6][C:5]([C:8]([CH3:26])([CH3:25])[CH2:9][O:10][CH2:11][C:12]2[CH:17]=[CH:16][CH:15]=[C:14]([O:18][C:19]3[CH:24]=[CH:23][CH:22]=[CH:21][CH:20]=3)[CH:13]=2)=[CH:4][CH:3]=1.[H-].[Na+].C(#N)C.Br[CH2:33][C:34]([O:36][CH3:37])=[O:35]>C(OCC)(=O)C>[CH3:37][O:36][C:34]([CH2:33][O:1][C:2]1[CH:3]=[CH:4][C:5]([C:8]([CH3:26])([CH3:25])[CH2:9][O:10][CH2:11][C:12]2[CH:17]=[CH:16][CH:15]=[C:14]([O:18][C:19]3[CH:20]=[CH:21][CH:22]=[CH:23][CH:24]=3)[CH:13]=2)=[CH:6][CH:7]=1)=[O:35] |f:1.2|. Procedure details: 3-Phenoxybenzyl 2-(4-hydroxyphenyl)-2-methylpropyl ether (3.0 g), 0.36 g of sodium hydride and 20 ml of acetonitrile were heated under reflux for about 20 minutes, followed by the dropwise addition of 2 ml of methyl bromoacetate at room temperature. The resulting mixture was stirred at 60° C. for 20 minutes. After concentration of the reaction mixture, about 50 ml of ethyl acetate were added to the concentrate, followed by washing with water, drying and concentration. The resulting concentrate w... Starting materials: Cc1cccc(C(=O)Cl)c1, CN1CCC(C(=O)c2cccc(N)c2)CC1. Yields the product Cc1cccc(C(=O)Nc2cccc(C(=O)C3CCN(C)CC3)c2)c1. RXN SMILES: [CH3:17][c:18]1[cH:19][c:20]([C:21](=[O:22])[Cl:23])[cH:24][cH:25][cH:26]1.[NH2:1][c:2]1[cH:3][c:4]([C:5](=[O:6])[CH:7]2[CH2:8][CH2:9][N:10]([CH3:13])[CH2:11][CH2:12]2)[cH:14][cH:15][cH:16]1>>[NH:1]([c:2]1[cH:3][c:4]([C:5](=[O:6])[CH:7]2[CH2:8][CH2:9][N:10]([CH3:13])[CH2:11][CH2:12]2)[cH:14][cH:15][cH:16]1)[C:21]([c:20]1[cH:19][c:18]([CH3:17])[cH:26][cH:25][cH:24]1)=[O:22]. Reactants: CC1=C(N=C(O1)C1=CC=CC=C1)COC1=CC=C(C=C1)SC=1SC(=C(N1)C1=CC=CC=C1)CCC(=O)OC (methyl 3-[2-[4-(5-methyl-2-phenyl-4-oxazolylmethoxy)phenylthio]-4-phenyl-5-thiazolyl]propionate), O.[OH-].[Li+] (lithium hydroxide hydrate), O1CCCC1 (tetrahydrofuran), Cl (Hydrochloric acid). The solvent is CO (methanol), O (water). Reaction conditions: time 2 hour. Yields the product CC1=C(N=C(O1)C1=CC=CC=C1)COC1=CC=C(C=C1)SC=1SC(=C(N1)C1=CC=CC=C1)CCC(=O)O (3-[2-[4-(5-methyl-2-phenyl-4-oxazolylmethoxy)phenylthio]-4-phenyl-5-thiazolyl]propionic acid). Isolated yield 96.4%. Reaction SMILES: [CH3:1][C:2]1[O:6][C:5]([C:7]2[CH:12]=[CH:11][CH:10]=[CH:9][CH:8]=2)=[N:4][C:3]=1[CH2:13][O:14][C:15]1[CH:20]=[CH:19][C:18]([S:21][C:22]2[S:23][C:24]([CH2:33][CH2:34][C:35]([O:37]C)=[O:36])=[C:25]([C:27]3[CH:32]=[CH:31][CH:30]=[CH:29][CH:28]=3)[N:26]=2)=[CH:17][CH:16]=1.O.[OH-].[Li+].O1CCCC1.Cl>CO.O>[CH3:1][C:2]1[O:6][C:5]([C:7]2[CH:12]=[CH:11][CH:10]=[CH:9][CH:8]=2)=[N:4][C:3]=1[CH2:13][O:14][C:15]1[CH:16]=[CH:17][C:18]([S:21][C:22]2[S:23][C:24]([CH2:33][CH2:34][C:35]([OH:37])=[O:36])=[C:25]([C:27]3[CH:28]=[CH:29][CH:30]=[CH:31][CH:32]=3)[N:26]=2)=[CH:19][CH:20]=1 |f:1.2.3|. Reported procedure: A mixture of methyl 3-[2-[4-(5-methyl-2-phenyl-4-oxazolylmethoxy)phenylthio]-4-phenyl-5-thiazolyl]propionate (360 mg), lithium hydroxide hydrate (83.5 mg), tetrahydrofuran (6 ml), water (4 ml) and methanol (4 ml) was stirred at room temperature for 2 hrs. 1N Hydrochloric acid (2.1 ml) was added to the reaction mixture and the mixture was extracted with ethyl acetate. The ethyl acetate layer was washed with saturated brine, dried (MgSO4) and concentrated to give 3-[2-[4-(5-methyl-2-phenyl-4-oxazo... Starting materials: COc1ncc(Br)cc1CN(c1ccc(Oc2ccc(C)cc2)cc1)S(C)(=O)=O, O=C([O-])[O-], [Na+], [Na+], C1COCCO1, O, OB(O)c1ccccc1. The product is COc1ncc(-c2ccccc2)cc1CN(c1ccc(Oc2ccc(C)cc2)cc1)S(C)(=O)=O. Reaction SMILES: [Br:1][c:2]1[cH:3][c:4]([CH2:10][N:11]([S:12](=[O:13])(=[O:14])[CH3:15])[c:16]2[cH:17][cH:18][c:19]([O:22][c:23]3[cH:24][cH:25][c:26]([CH3:29])[cH:27][cH:28]3)[cH:20][cH:21]2)[c:5]([O:8][CH3:9])[n:6][cH:7]1.[C:39](=[O:40])([O-:41])[O-:42].[Na+:43].[Na+:44].[O:45]1[CH2:46][CH2:47][O:48][CH2:49][CH2:50]1.[OH2:51].[c:30]1([B:36]([OH:37])[OH:38])[cH:31][cH:32][cH:33][cH:34][cH:35]1>>[c:2]1(-[c:30]2[cH:31][cH:32][cH:33][cH:34][cH:35]2)[cH:3][c:4]([CH2:10][N:11]([S:12](=[O:13])(=[O:14])[CH3:15])[c:16]2[cH:17][cH:18][c:19]([O:22][c:23]3[cH:24][cH:25][c:26]([CH3:29])[cH:27][cH:28]3)[cH:20][cH:21]2)[c:5]([O:8][CH3:9])[n:6][cH:7]1. Reactants: C(C=C)OC1=C(C=C(C=C1)F)C1=C(C=CC=C1)C1=CC=CC=C1 (2-allyloxy-5-fluoro-2′-phenylbiphenyl), C1(=CC(=CC(=C1)C)C)C (mesitylene). Yields the product C(C=C)C1=C(C(=CC(=C1)F)C1=C(C=CC=C1)C1=CC=CC=C1)O (3-allyl-5-fluoro-2′-phenylbiphenyl-2-ol). The yield is 96.0%. RXN SMILES: C([O:4][C:5]1[CH:10]=[CH:9][C:8]([F:11])=[CH:7][C:6]=1[C:12]1[CH:17]=[CH:16][CH:15]=[CH:14][C:13]=1[C:18]1[CH:23]=[CH:22][CH:21]=[CH:20][CH:19]=1)C=C.[C:24]1(C)[CH:29]=C(C)C=C(C)[CH:25]=1>>[CH2:29]([C:10]1[CH:9]=[C:8]([F:11])[CH:7]=[C:6]([C:12]2[CH:17]=[CH:16][CH:15]=[CH:14][C:13]=2[C:18]2[CH:19]=[CH:20][CH:21]=[CH:22][CH:23]=2)[C:5]=1[OH:4])[CH:24]=[CH2:25]. Procedure details: A solution of 2-allyloxy-5-fluoro-2′-phenylbiphenyl (6.4 g, 21.0 mmol) in mesitylene (200 mL) was refluxed for 72 h. The solvent was removed under reduced pressure. Purification by ISCO using a solvent gradient of 0 to 20% ethyl acetate in hexanes afforded 6.2 g (96%) of 3-allyl-5-fluoro-2′-phenylbiphenyl-2-ol as a pale yellow oil.